Task: describe an organic reaction: reactants, conditions, products, and yield. Dataset: the Open Reaction Database (ORD), a public repository of structured organic reaction records Starting materials: CN1CC(C1)N.Cl, C1=CC(=C(N=C1)Br)Cl. The reagents and catalysts are CC(C)(C)[O-].[Na+], C1=CC=C(C=C1)P(C2=CC=CC=C2)C3=C(C4=CC=CC=C4C=C3)C5=C(C=CC6=CC=CC=C65)P(C7=CC=CC=C7)C8=CC=CC=C8, C1=CC=C(C=C1)/C=C/C(=O)/C=C/C2=CC=CC=C2.C1=CC=C(C=C1)/C=C/C(=O)/C=C/C2=CC=CC=C2.C1=CC=C(C=C1)/C=C/C(=O)/C=C/C2=CC=CC=C2.[Pd].[Pd]. The solvent is CC1=CC=CC=C1. Reaction conditions: temperature 115 celsius. Yields the product CN1CC(C1)NC2=C(C=CC=N2)Cl. Yield: 0.0%. Procedure details: Pd2(dba)3 (0.018 g, 0.02 mmol), 2,2'-bis(diphenylphosphanyl)-1,1'-binaphthalene (BINAP) (0.024 g, 0.04 mmol) and toluene (4 mL) was added to a flask. 2-bromo-3-chloropyridine (0.5 g, 2.60 mmol), 1-methylazetidin-3-amine hydrochloride (0.414 g, 3.38 mmol) and sodium 2-methylpropan-2-olate (0.624 g, 6.50 mmol) was added, the mixture bubbled with N2 for 5 min, then the reaction was heated to 115 °C in an oil-bath under nitrogen for 2h, then to rt over night.  The reaction was cooled to rt and the s... The reactants are CC1=C(OC(=N1)N)C, C1=CN=C(C=C1Cl)Cl. The reagents and catalysts are C(=O)([O-])[O-].[Cs+].[Cs+], CC1(C2=C(C(=CC=C2)P(C3=CC=CC=C3)C4=CC=CC=C4)OC5=C1C=CC=C5P(C6=CC=CC=C6)C7=CC=CC=C7)C, C1=CC=C(C=C1)/C=C/C(=O)/C=C/C2=CC=CC=C2.C1=CC=C(C=C1)/C=C/C(=O)/C=C/C2=CC=CC=C2.C1=CC=C(C=C1)/C=C/C(=O)/C=C/C2=CC=CC=C2.[Pd].[Pd]. Solvent: C1COCCO1. Reaction conditions: temperature 140 celsius. The product is CC1=C(OC(=N1)NC2=NC=CC(=C2)Cl)C. Yield: 15.2%. Reported procedure: Objective: Repeat of experiment  in an attempt to improve isolated yield using different normal phase eluent system (isolation was problematic for ).  Pd2(dba)3 (22.89 mg, 0.025 mmol), 9,9-dimethyl-4,5-bis(diphenylphosphino)xanthene (43.4 mg, 0.075 mmol), 2,4-dichloropyridine (148 mg, 1.00 mmol), cesium carbonate (652 mg, 2.00 mmol) and 4,5-dimethyloxazol-2-amine (112 mg, 1.00 mmol) were added to an oven dried microwave vial, the vial was capped and placed under an inert atmosphere, dioxane (4 m... Starting materials: ClC=1C(=NC=NC1Cl)N (5,6-dichloropyrimidin-4-amine), NC[C@H]1[C@@H](CN(CC1)C(=O)OC(C)(C)C)O ((3S,4S)-tert-butyl 4-(aminomethyl)-3-hydroxypiperidine-1-carboxylate), O(C1=CC=CC=C1)C1=CC=C(C=C1)B(O)O ((4-phenoxyphenyl)boronic acid). Product: Cl.NC1=C(C(=NC=N1)NC[C@H]1[C@@H](CNCC1)O)C1=CC=C(C=C1)OC1=CC=CC=C1 ((3S,4S)-4-(((6-amino-5-(4-phenoxyphenyl)pyrimidin-4-yl)amino)methyl)piperidin-3-ol hydrochloride). Reaction SMILES: [Cl:1][C:2]1[C:3]([NH2:9])=[N:4][CH:5]=[N:6][C:7]=1Cl.[NH2:10][CH2:11][C@@H:12]1[CH2:17][CH2:16][N:15](C(OC(C)(C)C)=O)[CH2:14][C@H:13]1[OH:25].[O:26]([C:33]1[CH:38]=[CH:37][C:36](B(O)O)=[CH:35][CH:34]=1)[C:27]1[CH:32]=[CH:31][CH:30]=[CH:29][CH:28]=1>>[ClH:1].[NH2:9][C:3]1[N:4]=[CH:5][N:6]=[C:7]([NH:10][CH2:11][C@@H:12]2[CH2:17][CH2:16][NH:15][CH2:14][C@H:13]2[OH:25])[C:2]=1[C:36]1[CH:37]=[CH:38][C:33]([O:26][C:27]2[CH:32]=[CH:31][CH:30]=[CH:29][CH:28]=2)=[CH:34][CH:35]=1 |f:3.4|. Reported procedure: (3S,4S)-4-(((6-amino-5-(4-phenoxyphenyl)pyrimidin-4-yl)amino)methyl)piperidin-3-ol hydrochloride was prepared from 5,6-dichloropyrimidin-4-amine, (3S,4S)-tert-butyl 4-(aminomethyl)-3-hydroxypiperidine-1-carboxylate, and (4-phenoxyphenyl)boronic acid according to general scheme 3 using methods S1, S2, and S3. The reactants are NC1=C(C(=NN1C(=O)OC(C)(C)C)C1=CC=C(OCC2=CC=C(C=C2)C2=C(N=C(S2)N2CC3=C(C=CC=C3CC2)C(N(COCC[Si](C)(C)C)C=2SC3=C(N2)C=CC=C3)=O)C(=O)OCC)C=C1)C#N (ethyl 5-(4-((4-(5-amino-1-(tert-butoxycarbonyl)-4-cyano-1H-pyrazol-3-yl)phenoxy)methyl)phenyl)-2-(8-(benzo[d]thiazol-2-yl((2-(trimethylsilyl)ethoxy)methyl)carbamoyl)-3,4-dihydroisoquinolin-2(1H)-yl)thiazole-4-carboxylate), C(C1=CC=CC=C1)OC1=CC=C(C=C1)O (4-(benzyloxy)phenol), NC1=C(C(=NN1C(=O)OC(C)(C)C)C1=CC=C(C=C1)O)C#N (tert-butyl 5-amino-4-cyano-3-(4-hydroxyphenyl)-1H-pyrazole-1-carboxylate), O1CCN(CC1)CCO (2-morpholinoethanol). The product is C(C1=CC=CC=C1)OC1=CC=C(OCCN2CCOCC2)C=C1 (4-(2-(4-(benzyloxy)phenoxy)ethyl)morpholine). RXN SMILES: NC1N(C(OC(C)(C)C)=O)N=C([C:14]2[CH:67]=[CH:66][C:17]([O:18][CH2:19][C:20]3[CH:25]=[CH:24][C:23](C4SC(N5CCC6C(=C(C(=O)N(C7SC8C=CC=CC=8N=7)COCC[Si](C)(C)C)C=CC=6)C5)=NC=4C(OCC)=O)=[CH:22][CH:21]=3)=[CH:16][CH:15]=2)C=1C#N.NC1N(C(OC(C)(C)C)=O)N=C(C2C=CC(O)=CC=2)C=1C#N.[O:92]1[CH2:97][CH2:96][N:95]([CH2:98][CH2:99][OH:100])[CH2:94][CH2:93]1.C(OC1C=CC(O)=CC=1)C1C=CC=CC=1>>[CH2:19]([O:18][C:17]1[CH:16]=[CH:15][C:14]([O:100][CH2:99][CH2:98][N:95]2[CH2:96][CH2:97][O:92][CH2:93][CH2:94]2)=[CH:67][CH:66]=1)[C:20]1[CH:21]=[CH:22][CH:23]=[CH:24][CH:25]=1. Reported procedure: Compound 88A was prepared in a similar manner to the synthesis of compound 35A by substituting compound 34B and compound 31F with 2-morpholinoethanol and 4-(benzyloxy)phenol, respectively: ESI (+)LC/MS: 314 (M+H)+. Starting materials: N1C=C(C2=CC=CC=C12)C(CN)(C)C (2-(1H-indol-3-yl)-2-methylpropylamine), IC (iodomethane), C(C)(C)(C)OC(=O)N1C=C(C2=CC=CC=C12)CC#N ((1-tert-butoxycarbonylindol-3-yl)acetonitrile). Yields the product C(C)OC(=O)C1NCC(C=2C3=CC=CC=C3NC12)(C)C (4,4-Dimethyl-2,3,4,9-tetrahydro-1H-beta-carboline-1-carboxylic acid ethyl ester). Reaction SMILES: [NH:1]1[C:9]2[C:4](=[CH:5][CH:6]=[CH:7][CH:8]=2)[C:3]([C:10]([CH3:14])([CH3:13])[CH2:11][NH2:12])=[CH:2]1.I[CH3:16].[C:17]([O:21][C:22](N1C2C(=CC=CC=2)C(CC#N)=C1)=[O:23])(C)(C)[CH3:18]>>[CH2:17]([O:21][C:22]([CH:16]1[C:2]2[NH:1][C:9]3[C:4](=[CH:5][CH:6]=[CH:7][CH:8]=3)[C:3]=2[C:10]([CH3:14])([CH3:13])[CH2:11][NH:12]1)=[O:23])[CH3:18]. Procedure: 4,4-Dimethyl-2,3,4,9-tetrahydro-1H-beta-carboline-1-carboxylic acid ethyl ester was prepared in a manner similar to that described in Example 66A by replacing tryptamine-HCl with 2-(1H-indol-3-yl)-2-methylpropylamine, which was synthesized using 2 equivalents of iodomethane during alkylation of (1-tert-butoxycarbonylindol-3-yl)acetonitrile as described in Example 32B; MS (ESI): 273 (MH+).